Dataset: the Open Reaction Database (ORD), a public repository of structured organic reaction records. Task: describe an organic reaction: reactants, conditions, products, and yield The reactants are O (water), BrBr (bromine), NC1=NC=C(C=C1)Cl (2-amino-5-chloropyridine). Solvent: C(C)(=O)O (acetic acid), C(C)(=O)O (acetic acid). Product: NC1=NC=C(C=C1Br)Cl (2-amino-3-bromo-5-chloropyridine). The yield is 63.8%. RXN SMILES: [Br:1]Br.[NH2:3][C:4]1[CH:9]=[CH:8][C:7]([Cl:10])=[CH:6][N:5]=1.O>C(O)(=O)C>[NH2:3][C:4]1[C:9]([Br:1])=[CH:8][C:7]([Cl:10])=[CH:6][N:5]=1. Procedure details: A solution of 257 g (1.61 mol) of bromine in 380 ml of acetic acid was added dropwise over a period of one hour to a solution of 187 g (1.45 mol) of 2-amino-5-chloropyridine in 1.5 l of acetic acid. The reaction mixture was refluxed for 3 h and then allowed to cool to ambient temperature. 1.9 l of demineralized water were added and the mixture was concentrated in vacuo. The residue was partitioned between 4 l of ethyl acetate and 1.8 l of water. The mixture was basified with 3 l of a 10% by weig... The reactants are Cl (HCl), FC1=C(C=C(C=C1)F)C1OC2=CC=C(C=C2CC1)O (2-(2,5-Difluorophenyl)chroman-6-ol), ClC1=C(C=C(C=C1)OCC)[N+](=O)[O-] (1-chloro-4-ethoxy-2-nitrobenzene), CC(C)([O-])C.[K+] (potassium tert-butoxide). Run in CN(C)C=O (DMF). Reaction conditions: time 30 minute. The product is FC1=C(C=C(C=C1)F)C1OC2=CC=C(C=C2CC1)OC1=C(C=C(C=C1)OCC)[N+](=O)[O-] (2-(2,5-Difluorophenyl)-6-(4-ethoxy-2-nitrophenoxy)chroman). RXN SMILES: [F:1][C:2]1[CH:7]=[CH:6][C:5]([F:8])=[CH:4][C:3]=1[CH:9]1[CH2:18][CH2:17][C:16]2[C:11](=[CH:12][CH:13]=[C:14]([OH:19])[CH:15]=2)[O:10]1.CC(C)([O-])C.[K+].Cl[C:27]1[CH:32]=[CH:31][C:30]([O:33][CH2:34][CH3:35])=[CH:29][C:28]=1[N+:36]([O-:38])=[O:37].Cl>CN(C=O)C>[F:1][C:2]1[CH:7]=[CH:6][C:5]([F:8])=[CH:4][C:3]=1[CH:9]1[CH2:18][CH2:17][C:16]2[C:11](=[CH:12][CH:13]=[C:14]([O:19][C:27]3[CH:32]=[CH:31][C:30]([O:33][CH2:34][CH3:35])=[CH:29][C:28]=3[N+:36]([O-:38])=[O:37])[CH:15]=2)[O:10]1 |f:1.2|. Procedure: 320 mg of 2-(2,5-Difluorophenyl)chroman-6-ol (Example 14(c)) was dissolved in dry DMF and potassium tert-butoxide (150 mg) was added. The resulting mixture was stirred for 30 minutes and 1-chloro-4-ethoxy-2-nitrobenzene (250 mg) was added. The reaction mixture was refluxed for 8 hours. After cooling to room temperature 1 M HCl-solution was added into the reaction mixture and it was extracted with ethyl acetate. The combined organic extracts were washed with water and saturated NaCl-solution. The... Reactants: N(=[N+]=[N-])CCCCC1(CCCC1)C(=O)O (1-[4-(azido)butyl]cyclopentane carboxylic acid), Cl.COC([C@@H](N)CC1=CC=C(C=C1)NC(=O)C1=C(C=CC=C1Cl)Cl)=O (4-[[(2,6-dichlorophenyl)carbonyl]amino]-L-phenylalanine methyl ester hydrochloride salt). The product is COC([C@@H](NC(=O)C1(CCCC1)CCCCN=[N+]=[N-])CC1=CC=C(C=C1)NC(=O)C1=C(C=CC=C1Cl)Cl)=O (4-[[(2,6-dichlorophenyl)carbonyl]amino]-N-[[I-(4-azidobutyl)cyclopentyl]-carbonyl]-L-phenylalanine methyl ester), white solid. The yield is 99.0%. Reaction SMILES: [N:1]([CH2:4][CH2:5][CH2:6][CH2:7][C:8]1([C:13]([OH:15])=O)[CH2:12][CH2:11][CH2:10][CH2:9]1)=[N+:2]=[N-:3].Cl.[CH3:17][O:18][C:19](=[O:40])[C@H:20]([CH2:22][C:23]1[CH:28]=[CH:27][C:26]([NH:29][C:30]([C:32]2[C:37]([Cl:38])=[CH:36][CH:35]=[CH:34][C:33]=2[Cl:39])=[O:31])=[CH:25][CH:24]=1)[NH2:21]>>[CH3:17][O:18][C:19](=[O:40])[C@H:20]([CH2:22][C:23]1[CH:24]=[CH:25][C:26]([NH:29][C:30]([C:32]2[C:37]([Cl:38])=[CH:36][CH:35]=[CH:34][C:33]=2[Cl:39])=[O:31])=[CH:27][CH:28]=1)[NH:21][C:13]([C:8]1([CH2:7][CH2:6][CH2:5][CH2:4][N:1]=[N+:2]=[N-:3])[CH2:9][CH2:10][CH2:11][CH2:12]1)=[O:15] |f:1.2|. Procedure: 4-[[(2,6-dichlorophenyl)carbonyl]amino]-N-[[I-(4-azidobutyl)cyclopentyl]-carbonyl]-L-phenylalanine methyl ester was prepared from 1-[4-(azido)butyl]cyclopentane carboxylic acid and of 4-[[(2,6-dichlorophenyl)carbonyl]amino]-L-phenylalanine methyl ester hydrochloride salt using the procedure described in example 46 to give a 99% yield of a white solid, mp 195-199° C. HR MS (C27H31Cl2N5O4): Obs mass, 560.1833. Calcd mass, 560.1831 (M+H). The reactants are FC(C=1C=CC(=NC1)OC1=CC=C(C=C1)O)(F)F (4-(5-trifluoromethyl-pyridin-2-yloxy)-phenol), [I-].ClC1=CC=C(C=C1)N(C(=O)N1C=[N+](C=C1)C)C (3[(4-chlorophenyl)-methyl-carbamoyl]-1-methyl-3H-imidazol-1-ium iodide), crude product. Run in C(C)(=O)OCC.CCCCCCC (ethyl acetate heptan). The product is FC(C=1C=CC(=NC1)OC1=CC=C(C=C1)OC(N(C)C1=CC=C(C=C1)Cl)=O)(F)F (4-Chlor-phenyl-methyl-carbamic acid 4-(5-trifluoromethyl-pyridin-2-yloxy)-phenyl ester). Reaction SMILES: [F:1][C:2]([F:18])([F:17])[C:3]1[CH:4]=[CH:5][C:6]([O:9][C:10]2[CH:15]=[CH:14][C:13]([OH:16])=[CH:12][CH:11]=2)=[N:7][CH:8]=1.[I-].[Cl:20][C:21]1[CH:26]=[CH:25][C:24]([N:27]([CH3:36])[C:28](N2C=C[N+](C)=C2)=[O:29])=[CH:23][CH:22]=1>C(OCC)(=O)C.CCCCCCC>[F:18][C:2]([F:1])([F:17])[C:3]1[CH:4]=[CH:5][C:6]([O:9][C:10]2[CH:11]=[CH:12][C:13]([O:16][C:28](=[O:29])[N:27]([C:24]3[CH:25]=[CH:26][C:21]([Cl:20])=[CH:22][CH:23]=3)[CH3:36])=[CH:14][CH:15]=2)=[N:7][CH:8]=1 |f:1.2,3.4|. Procedure details: The title compound was prepared from 4-(5-trifluoromethyl-pyridin-2-yloxy)-phenol and 3[(4-chlorophenyl)-methyl-carbamoyl]-1-methyl-3H-imidazol-1-ium iodide. The crude product was subjected to flash chromatography (ethyl acetate/heptan, 1:5) (77%, white crystals). HPLC-MS m/z=423.1 (M+1), Rt: 5.3 min. The reactants are B(Br)(Br)Br (boron tribromide), ClCCOC1=CC=C(C=C1)N1C(=NC2=C(C=CC=C2C1=O)OC)C1=CC=C(C=C1)OC (3-[4-(2-chloro-ethoxy)-phenyl]-8-methoxy-2-(4-methoxy-phenyl)-3H-quinazolin-4-one), C([O-])(O)=O.[Na+] (sodium bicarbonate). The solvent is C(Cl)Cl (methylene chloride). Run at temperature 0 celsius, time 20 minute. The product is ClCCOC1=CC=C(C=C1)N1C(=NC2=C(C=CC=C2C1=O)O)C1=CC=C(C=C1)O (3-[4-(2-Chloro-ethoxy)-phenyl]-8-hydroxy-2-(4-hydroxy-phenyl)-3H-quinazolin-4-one). As a reaction SMILES: [Cl:1][CH2:2][CH2:3][O:4][C:5]1[CH:10]=[CH:9][C:8]([N:11]2[C:20](=[O:21])[C:19]3[C:14](=[C:15]([O:22]C)[CH:16]=[CH:17][CH:18]=3)[N:13]=[C:12]2[C:24]2[CH:29]=[CH:28][C:27]([O:30]C)=[CH:26][CH:25]=2)=[CH:7][CH:6]=1.B(Br)(Br)Br.C(=O)(O)[O-].[Na+]>C(Cl)Cl>[Cl:1][CH2:2][CH2:3][O:4][C:5]1[CH:6]=[CH:7][C:8]([N:11]2[C:20](=[O:21])[C:19]3[C:14](=[C:15]([OH:22])[CH:16]=[CH:17][CH:18]=3)[N:13]=[C:12]2[C:24]2[CH:29]=[CH:28][C:27]([OH:30])=[CH:26][CH:25]=2)=[CH:9][CH:10]=1 |f:2.3|. Reported procedure: To a chilled (0° C.) solution of 3.5 g (0.00801 mol) of 3-[4-(2-chloro-ethoxy)-phenyl]-8-methoxy-2-(4-methoxy-phenyl)-3H-quinazolin-4-one in 100 mL of dry methylene chloride was added 35 mL (0.0352 mol) of boron tribromide (1M solution in dichloroethane (Aldrich Chemicals)). The reaction mixture was stirred at 0° C. for 20 minutes, under nitrogen, and then at room temperature overnight. The crude reaction mixture was added to 400 mL of aqueous sodium bicarbonate. The solution was stirred vigorou... Starting materials: C(C(C)C)C1(C(=NC2=CC=CC=C12)C)CC(C)C (3,3-Diisobutyl-2-methyl-(3H)-indole), CI (methyl iodide). The product is [I-].C(C(C)C)C1(C(=[N+](C2=CC=CC=C12)C)C)CC(C)C (3,3-Diisobutyl-1,2-dimethyl-(3H)-indolium Iodide). RXN SMILES: [CH2:1]([C:5]1([CH2:15][CH:16]([CH3:18])[CH3:17])[C:13]2[C:8](=[CH:9][CH:10]=[CH:11][CH:12]=2)[N:7]=[C:6]1[CH3:14])[CH:2]([CH3:4])[CH3:3].[CH3:19][I:20]>>[I-:20].[CH2:1]([C:5]1([CH2:15][CH:16]([CH3:18])[CH3:17])[C:13]2[C:8](=[CH:9][CH:10]=[CH:11][CH:12]=2)[N+:7]([CH3:19])=[C:6]1[CH3:14])[CH:2]([CH3:4])[CH3:3] |f:2.3|. Procedure: 3,3-Diisobutyl-2-methyl-(3H)-indole (2.43 g, 0.01 mole) and methyl iodide (3 g, excess) were heated in a flask with condenser on a steam bath for 30 min. The excess methyl iodide was evaporated, and the resulting syrup was dissolved in a small amount of methanol and diluted to 350 mL with ether while stirring in a beaker. After stirring for 20 min., the product was filtered, washed with ether, and dried to give 3.0 g (77.8%). The NMR was good. (MW 385.33)